From a dataset of the Open Reaction Database (ORD), a public repository of structured organic reaction records. describe an organic reaction: reactants, conditions, products, and yield Starting materials: C(CCC)OC1=NC(=C2N=C(N(C2=N1)CCC1CCNCC1)OC)N (2-(butyloxy)-8-(methyloxy)-9-[2-(4-piperidinyl)ethyl]-9H-purin-6-amine), ICC1CCCC1 (iodomethylcyclopentane). Product: NC1=C2NC(N(C2=NC(=N1)OCCCC)CCC1CCN(CC1)CC1CCCC1)=O (6-Amino-2-(butyloxy)-9-{2-[1-(cyclopentylmethyl)-4-piperidinyl]ethyl}-7,9-dihydro-8H-purin-8-one). RXN SMILES: [CH2:1]([O:5][C:6]1[N:14]=[C:13]2[C:9]([N:10]=[C:11]([O:23]C)[N:12]2[CH2:15][CH2:16][CH:17]2[CH2:22][CH2:21][NH:20][CH2:19][CH2:18]2)=[C:8]([NH2:25])[N:7]=1)[CH2:2][CH2:3][CH3:4].I[CH2:27][CH:28]1[CH2:32][CH2:31][CH2:30][CH2:29]1>>[NH2:25][C:8]1[N:7]=[C:6]([O:5][CH2:1][CH2:2][CH2:3][CH3:4])[N:14]=[C:13]2[C:9]=1[NH:10][C:11](=[O:23])[N:12]2[CH2:15][CH2:16][CH:17]1[CH2:18][CH2:19][N:20]([CH2:27][CH:28]2[CH2:32][CH2:31][CH2:30][CH2:29]2)[CH2:21][CH2:22]1. Reported procedure: Prepared similarly to Example 80 from 2-(butyloxy)-8-(methyloxy)-9-[2-(4-piperidinyl)ethyl]-9H-purin-6-amine and iodomethylcyclopentane. Starting materials: CCOC(=O)C(=O)Cl, ClCCl, Cl, NCC(=O)c1cccc(Cl)c1, O. Product: CCOC(=O)C(=O)NCC(=O)c1cccc(Cl)c1. RXN SMILES: [Cl:13][C:14]([C:15](=[O:16])[O:17][CH2:18][CH3:19])=[O:20].[Cl:22][CH2:23][Cl:24].[ClH:1].[NH2:2][CH2:3][C:4](=[O:5])[c:6]1[cH:7][c:8]([Cl:12])[cH:9][cH:10][cH:11]1.[OH2:21]>>[NH:2]([CH2:3][C:4](=[O:5])[c:6]1[cH:7][c:8]([Cl:12])[cH:9][cH:10][cH:11]1)[C:14]([C:15](=[O:16])[O:17][CH2:18][CH3:19])=[O:20]. The reactants are O=C(NC1=C(F)C(F)=C(C(F)=C1F)C(F)(F)F)C2CCCC2. Reagents/catalysts: O=C(O)C, [K].O=C(O)O, [B-](F)(F)(F)F.CC[N+](CC)(CC)CC, O1B(OC(C)(C)C1(C)C)B2OC(C)(C)C(O2)(C)C, N=1C(OC)=CC(OC)=C2C=CC=CC12, [Pd].O=C(O)C. Solvent: N#CC. Conditions: temperature 80 celsius, time 15 hour. Yields the product O=C(NC1=C(F)C(F)=C(C(F)=C1F)C(F)(F)F)C2CCCC2B3OC(C)(C)C(O3)(C)C. Yield: 56.0%.